Dataset: the Open Reaction Database (ORD), a public repository of structured organic reaction records. Task: describe an organic reaction: reactants, conditions, products, and yield The reactants are ClC1=C(C=CC=C1)C=1N(C(=NN1)C1(CCC1)C(=O)OCC)C (Ethyl 1-[5-(2-chlorophenyl)-4-methyl-1,2,4-triazol-3-yl]cyclobutanecarboxylate), [OH-].[K+] (potassium hydroxide). Run in C(C)O (ethanol). Product: ClC1=C(C=CC=C1)C=1N(C(=NN1)C1(CCC1)C(=O)O)C (1-[5-(2-chlorophenyl)-4-methyl-1,2,4-triazol-3-yl]cyclobutanecarboxylic acid). Reaction SMILES: [Cl:1][C:2]1[CH:7]=[CH:6][CH:5]=[CH:4][C:3]=1[C:8]1[N:9]([CH3:22])[C:10]([C:13]2([C:17]([O:19]CC)=[O:18])[CH2:16][CH2:15][CH2:14]2)=[N:11][N:12]=1.[OH-].[K+]>C(O)C>[Cl:1][C:2]1[CH:7]=[CH:6][CH:5]=[CH:4][C:3]=1[C:8]1[N:9]([CH3:22])[C:10]([C:13]2([C:17]([OH:19])=[O:18])[CH2:14][CH2:15][CH2:16]2)=[N:11][N:12]=1 |f:1.2|. Procedure details: Ethyl 1-[5-(2-chlorophenyl)-4-methyl-1,2,4-triazol-3-yl]cyclobutanecarboxylate was reacted with potassium hydroxide in hydrous ethanol at room temperature to obtain 1-[5-(2-chlorophenyl)-4-methyl-1,2,4-triazol-3-yl]cyclobutanecarboxylic acid. Reactants: CCN(C(C)C)C(C)C, Oc1ccc(Cl)c(Cl)c1, ClCCl, O=C(Cl)OC(Cl)(Cl)Cl. Yields the product O=C(Cl)Oc1ccc(Cl)c(Cl)c1. As a reaction SMILES: [CH:18]([N:19]([CH2:20][CH3:21])[CH:22]([CH3:23])[CH3:24])([CH3:25])[CH3:26].[Cl:1][c:2]1[cH:3][c:4]([OH:9])[cH:5][cH:6][c:7]1[Cl:8].[Cl:27][CH2:28][Cl:29].[O:10]=[C:11]([O:12][C:13]([Cl:14])([Cl:16])[Cl:17])[Cl:15]>>[Cl:1][c:2]1[cH:3][c:4]([O:9][C:13](=[O:12])[Cl:14])[cH:5][cH:6][c:7]1[Cl:8]. Reactants: CC(C)(C)OC(=O)NC(CCCN1C(=O)c2ccccc2C1=O)C(=O)OC(C)(C)C, ClCCl, O=C(O)C(F)(F)F. The product is CC(C)(C)OC(=O)C(N)CCCN1C(=O)c2ccccc2C1=O. As a reaction SMILES: [C:1]([CH3:2])([CH3:3])([CH3:4])[O:5][C:6]([CH:7]([CH2:8][CH2:9][CH2:10][N:11]1[C:12](=[O:21])[c:13]2[cH:14][cH:15][cH:16][cH:17][c:18]2[C:19]1=[O:20])[NH:22][C:23]([O:24][C:25]([CH3:26])([CH3:27])[CH3:28])=[O:29])=[O:30].[Cl:38][CH2:39][Cl:40].[OH:31][C:32]([C:33]([F:34])([F:35])[F:36])=[O:37]>>[C:1]([CH3:2])([CH3:3])([CH3:4])[O:5][C:6]([CH:7]([CH2:8][CH2:9][CH2:10][N:11]1[C:12](=[O:21])[c:13]2[cH:14][cH:15][cH:16][cH:17][c:18]2[C:19]1=[O:20])[NH2:22])=[O:30]. The reactants are O=C1CCC(=O)N1Br, ClC(Cl)(Cl)Cl, O=C(OOC(=O)c1ccccc1)c1ccccc1, Cc1ccc(N=C=S)cc1. Yields the product S=C=Nc1ccc(CBr)cc1. As a reaction SMILES: [Br:1][N:2]1[C:3](=[O:4])[CH2:5][CH2:6][C:7]1=[O:8].[C:37]([Cl:38])([Cl:39])([Cl:40])[Cl:41].[C:9]([O:10][O:11][C:12](=[O:13])[c:14]1[cH:15][cH:16][cH:17][cH:18][cH:19]1)(=[O:20])[c:21]1[cH:22][cH:23][cH:24][cH:25][cH:26]1.[c:27]1([CH3:36])[cH:28][cH:29][c:30]([N:33]=[C:34]=[S:35])[cH:31][cH:32]1>>[Br:1][CH2:36][c:27]1[cH:28][cH:29][c:30]([N:33]=[C:34]=[S:35])[cH:31][cH:32]1. The product is CCCC(=O)CC(=O)C1CCC2C3CCC4CC(O)CCC4(C)C3C(=O)CC12C. The reactants are CCCC(=O)OCC, CO, CS(C)=O, [H-], [Na+], CC(=O)C1CCC2C3CCC4CC(O)CCC4(C)C3C(=O)CC12C. As a reaction SMILES: [C:1]([CH2:2][CH2:3][CH3:4])(=[O:5])[O:6][CH2:7][CH3:8].[CH3:35][OH:36].[CH3:37][S:38](=[O:39])[CH3:40].[H-:33].[Na+:34].[OH:9][CH:10]1[CH2:11][CH:12]2[CH2:13][CH2:14][CH:15]3[CH:16]4[CH2:17][CH2:18][CH:19]([C:20]([CH3:21])=[O:22])[C:23]4([CH3:32])[CH2:24][C:25](=[O:31])[CH:26]3[C:27]2([CH3:30])[CH2:28][CH2:29]1>>[C:1]([CH2:2][CH2:3][CH3:4])(=[O:5])[CH2:21][C:20]([CH:19]1[CH2:18][CH2:17][CH:16]2[CH:15]3[CH2:14][CH2:13][CH:12]4[CH2:11][CH:10]([OH:9])[CH2:29][CH2:28][C:27]4([CH3:30])[CH:26]3[C:25](=[O:31])[CH2:24][C:23]21[CH3:32])=[O:22].